From a dataset of the Open Reaction Database (ORD), a public repository of structured organic reaction records. describe an organic reaction: reactants, conditions, products, and yield Starting materials: CNCCO, COc1ccc2c(Nc3c(C)cncc3C)cc(=O)[nH]c2c1OCCCCCCCl. The product is COc1ccc2c(Nc3c(C)cncc3C)cc(=O)[nH]c2c1OCCCCCCN(C)CCO. As a reaction SMILES: [CH3:31][NH:32][CH2:33][CH2:34][OH:35].[Cl:1][CH2:2][CH2:3][CH2:4][CH2:5][CH2:6][CH2:7][O:8][c:9]1[c:10]([O:29][CH3:30])[cH:11][cH:12][c:13]2[c:14]([NH:20][c:21]3[c:22]([CH3:28])[cH:23][n:24][cH:25][c:26]3[CH3:27])[cH:15][c:16](=[O:19])[nH:17][c:18]12>>[CH2:2]([CH2:3][CH2:4][CH2:5][CH2:6][CH2:7][O:8][c:9]1[c:10]([O:29][CH3:30])[cH:11][cH:12][c:13]2[c:14]([NH:20][c:21]3[c:22]([CH3:28])[cH:23][n:24][cH:25][c:26]3[CH3:27])[cH:15][c:16](=[O:19])[nH:17][c:18]12)[N:32]([CH3:31])[CH2:33][CH2:34][OH:35].